Dataset: the Open Reaction Database (ORD), a public repository of structured organic reaction records. Task: describe an organic reaction: reactants, conditions, products, and yield The solvent is CO (methanol). Procedure: A solution of N-ethyl-4'-fluoro-5'-(4-methyl-1-piperazinyl)-2'-nitroacetanilide (20 g, 61 mmol) in methanol (160 ml) is treated with an aqueous potassium hydroxide solution (34.6 g, 616 mmol). The solution is heated to 80° for 3 hours and thereafter cooled to room temperature. The crystals obtained are filtered off and washed with water. There are obtained 13.7 g (78.7%) of 1-(5-(ethylamino)-2-fluoro-4-nitrophenyl)-4-methylpiperazine with a m.p. of 149°-150°. Reaction SMILES: [CH2:1]([N:3](C(=O)C)[C:4]1[CH:9]=[C:8]([N:10]2[CH2:15][CH2:14][N:13]([CH3:16])[CH2:12][CH2:11]2)[C:7]([F:17])=[CH:6][C:5]=1[N+:18]([O-:20])=[O:19])[CH3:2].[OH-].[K+]>CO>[CH2:1]([NH:3][C:4]1[C:5]([N+:18]([O-:20])=[O:19])=[CH:6][C:7]([F:17])=[C:8]([N:10]2[CH2:15][CH2:14][N:13]([CH3:16])[CH2:12][CH2:11]2)[CH:9]=1)[CH3:2] |f:1.2|. The reactants are C(C)N(C1=C(C=C(C(=C1)N1CCN(CC1)C)F)[N+](=O)[O-])C(C)=O (N-ethyl-4'-fluoro-5'-(4-methyl-1-piperazinyl)-2'-nitroacetanilide), [OH-].[K+] (potassium hydroxide). Isolated yield 79.6%. Yields the product C(C)NC=1C(=CC(=C(C1)N1CCN(CC1)C)F)[N+](=O)[O-] (1-(5-(ethylamino)-2-fluoro-4-nitrophenyl)-4-methylpiperazine). Reactants: O (water), 0.28, COC=1C=CC(=CC1)P2(=S)SP(=S)(S2)C=3C=CC(=CC3)OC (Lawesson's reagent), C(C)(=O)C=1C=NN(C1N)C1=NN2C(CCCC2)=C1Cl (4-Acetyl-5-amino-1-(3-chloro-4,5,6,7-tetrahydropyrazolo[1,5-a]pyridin-2-yl)pyrazole). The solvent is C(OC)COC (dimethoxyethane). The product is NC1=C(C=NN1C1=NN2C(CCCC2)=C1Cl)C(C)=S (5-Amino-1-(3-chloro-4,5,6,7-tetrahydropyrazolo-[1,5-a]pyridin-2-yl)-4-thioacetylpyrazole). Reaction SMILES: [C:1]([C:4]1[CH:5]=[N:6][N:7]([C:10]2[C:18]([Cl:19])=[C:13]3[CH2:14][CH2:15][CH2:16][CH2:17][N:12]3[N:11]=2)[C:8]=1[NH2:9])(=O)[CH3:2].COC1C=CC(P2(SP(C3C=CC(OC)=CC=3)(=S)S2)=[S:29])=CC=1.O>C(COC)OC>[NH2:9][C:8]1[N:7]([C:10]2[C:18]([Cl:19])=[C:13]3[CH2:14][CH2:15][CH2:16][CH2:17][N:12]3[N:11]=2)[N:6]=[CH:5][C:4]=1[C:1](=[S:29])[CH3:2]. Procedure details: 0.28 g (1 mmol) 4-Acetyl-5-amino-1-(3-chloro-4,5,6,7-tetrahydropyrazolo[1,5-a]pyridin-2-yl)pyrazole was dissolved in 5 ml dimethoxyethane and treated with 0.28 (0.6 mmol) Lawesson's reagent. After heating under reflux for 2 hours with stirring, the reaction solution was poured into water and extracted with ethyl acetate. The organic phase was washed with saturated aqueous sodium chloride, dried over magnesium sulfate and concentrated. The residue was purified by silica gel column chromatography.... Reagents/catalysts: O=C(O)C(F)(F)F (trifluoroacetic acid). The solvent is CC(C)O (isopropyl alcohol), CC(C)O (isopropylalcohol). Reaction SMILES: CC1=CC=C(N)N=C1.[C-]#[N+]C1CCCCC1.CC(=O)OCC1=CC=C(O1)C=O>>CC(=O)OCC1=CC=C(O1)C1=C(NC2CCCCC2)N2C=C(C)C=CC2=N1. Yield: 35.9%. Yields the product CC(=O)OCc1ccc(c2c(NC3CCCCC3)n3cc(C)ccc3n2)o1. Reactants: CC(=O)OCc1ccc(C=O)o1, CC1=CN=C(C=C1)N, [C-]#[N+]C1CCCCC1. Conditions: temperature 22 celsius, time 20 hour. The reactants are [N+](=O)([O-])N1CCC2=CC=CC=C12 (nitroindoline). Reagents/catalysts: [Pd] (Pd/C). Product: NN1CCC2=CC=CC=C12 (amino-indoline). As a reaction SMILES: [N+:1]([N:4]1[C:12]2[C:7](=[CH:8][CH:9]=[CH:10][CH:11]=2)[CH2:6][CH2:5]1)([O-])=O>[Pd]>[NH2:1][N:4]1[C:12]2[C:7](=[CH:8][CH:9]=[CH:10][CH:11]=2)[CH2:6][CH2:5]1. Procedure details: Substituted indolines are prepared such as by the procedures described in Scheme 21. Substituted amino-indolines 64 are prepared from the nitroindoline 62 and a ketone in the presence of NaHB(OAc)3 to form the 1-substituted indoline 63. The nitroindoline 63 is hydrogenated, such as with H2 in the presence of a catalyst, such as Pd/C, to yield the amino-indoline 64. Starting materials: O=C([O-])O, CC#N, [O-][Cl+3]([O-])([O-])[O-], ClCCl, [Li+], COc1cc(Nc2nc3cc(C(=O)N(CC(C)C)CC(C)C)ccc3n2CCN)cc(OC)c1OC, c1ccc(CC2CO2)cc1. The product is COc1cc(Nc2nc3cc(C(=O)N(CC(C)C)CC(C)C)ccc3n2CCNC(O)Cc2ccccc2)cc(OC)c1OC. As a reaction SMILES: [C:53](=[O:54])([O-:55])[OH:56].[CH3:57][C:58]#[N:59].[Cl+3:1]([O-:2])([O-:3])([O-:4])[O-:5].[Cl:60][CH2:61][Cl:62].[Li+:6].[NH2:7][CH2:8][CH2:9][n:10]1[c:11]([NH:30][c:31]2[cH:32][c:33]([O:41][CH3:42])[c:34]([O:39][CH3:40])[c:35]([O:37][CH3:38])[cH:36]2)[n:12][c:13]2[c:14]1[cH:15][cH:16][c:17]([C:19](=[O:20])[N:21]([CH2:22][CH:23]([CH3:24])[CH3:25])[CH2:26][CH:27]([CH3:28])[CH3:29])[cH:18]2.[O:43]1[CH:44]([CH2:45][c:46]2[cH:47][cH:48][cH:49][cH:50][cH:51]2)[CH2:52]1>>[NH:7]([CH2:8][CH2:9][n:10]1[c:11]([NH:30][c:31]2[cH:32][c:33]([O:41][CH3:42])[c:34]([O:39][CH3:40])[c:35]([O:37][CH3:38])[cH:36]2)[n:12][c:13]2[c:14]1[cH:15][cH:16][c:17]([C:19](=[O:20])[N:21]([CH2:22][CH:23]([CH3:24])[CH3:25])[CH2:26][CH:27]([CH3:28])[CH3:29])[cH:18]2)[CH:44]([OH:43])[CH2:45][c:46]1[cH:47][cH:48][cH:49][cH:50][cH:51]1. Reactants: CC(C)(C)OC(=O)N1CC2CNCC2C1, CCOC(C)=O, CCN(C(C)C)C(C)C, CCOC(=O)c1ccc(Cl)nc1, C1COCCO1. Product: CCOC(=O)c1ccc(N2CC3CN(C(=O)OC(C)(C)C)CC3C2)nc1. As a reaction SMILES: [CH2:1]1[N:2]([C:9](=[O:10])[O:11][C:12]([CH3:13])([CH3:14])[CH3:15])[CH2:3][CH:4]2[CH:5]1[CH2:6][NH:7][CH2:8]2.[CH3:37][CH2:38][O:39][C:40]([CH3:41])=[O:42].[CH:28]([N:29]([CH2:30][CH3:31])[CH:32]([CH3:33])[CH3:34])([CH3:35])[CH3:36].[Cl:16][c:17]1[n:18][cH:19][c:20]([C:21](=[O:22])[O:23][CH2:24][CH3:25])[cH:26][cH:27]1.[O:43]1[CH2:44][CH2:45][O:46][CH2:47][CH2:48]1>>[CH2:1]1[N:2]([C:9](=[O:10])[O:11][C:12]([CH3:13])([CH3:14])[CH3:15])[CH2:3][CH:4]2[CH:5]1[CH2:6][N:7]([c:17]1[n:18][cH:19][c:20]([C:21](=[O:22])[O:23][CH2:24][CH3:25])[cH:26][cH:27]1)[CH2:8]2. Reactants: O=C([O-])O, Cc1ccc(S(=O)(=O)O)cc1, Cc1ccccc1, [Na+], CCCc1c(Cc2ccc(-c3ccccc3-c3noc(=O)[nH]3)cc2)c(=O)n(C2CCC(=O)CC2)c2ncnn12, OCCCO. Product: CCCc1c(Cc2ccc(-c3ccccc3-c3noc(=O)[nH]3)cc2)c(=O)n(C2CCC3(CC2)OCCCO3)c2ncnn12. As a reaction SMILES: [C:56](=[O:57])([O-:58])[OH:59].[CH3:45][c:46]1[cH:47][cH:48][c:49]([S:50](=[O:51])(=[O:52])[OH:53])[cH:54][cH:55]1.[CH3:61][c:62]1[cH:63][cH:64][cH:65][cH:66][cH:67]1.[Na+:60].[O:1]=[C:2]1[CH2:3][CH2:4][CH:5]([n:8]2[c:9]3[n:10]([c:11]([CH2:34][CH2:35][CH3:36])[c:12]([CH2:15][c:16]4[cH:17][cH:18][c:19](-[c:22]5[c:23](-[c:28]6[n:29][o:30][c:31](=[O:33])[nH:32]6)[cH:24][cH:25][cH:26][cH:27]5)[cH:20][cH:21]4)[c:13]2=[O:14])[n:37][cH:38][n:39]3)[CH2:6][CH2:7]1.[OH:40][CH2:41][CH2:42][CH2:43][OH:44]>>[O:1]1[C:2]2([CH2:3][CH2:4][CH:5]([n:8]3[c:9]4[n:10]([c:11]([CH2:34][CH2:35][CH3:36])[c:12]([CH2:15][c:16]5[cH:17][cH:18][c:19](-[c:22]6[c:23](-[c:28]7[n:29][o:30][c:31](=[O:33])[nH:32]7)[cH:24][cH:25][cH:26][cH:27]6)[cH:20][cH:21]5)[c:13]3=[O:14])[n:37][cH:38][n:39]4)[CH2:6][CH2:7]2)[O:40][CH2:41][CH2:42][CH2:43]1.